Dataset: the Open Reaction Database (ORD), a public repository of structured organic reaction records. Task: describe an organic reaction: reactants, conditions, products, and yield The reactants are C(C)(C)(C)OC(=O)N(S(=O)(=O)C)C=1C=C(C(=O)OC)C=CC1OC (methyl 3-(N-(tert-butoxycarbonyl)methylsulfonamido)-4-methoxybenzoate), [Li+].[OH-] (LiOH), Cl (HCl). The solvent is C1CCOC1 (THF). Reaction conditions: time 24 hour. Yields the product C(C)(C)(C)OC(=O)N(S(=O)(=O)C)C=1C=C(C(=O)O)C=CC1OC (3-(N-(tert-butoxycarbonyl)-methylsulfonamido)-4-methoxybenzoic acid). Isolated yield 57.5%. Reaction SMILES: [C:1]([O:5][C:6]([N:8]([C:13]1[CH:14]=[C:15]([CH:20]=[CH:21][C:22]=1[O:23][CH3:24])[C:16]([O:18]C)=[O:17])[S:9]([CH3:12])(=[O:11])=[O:10])=[O:7])([CH3:4])([CH3:3])[CH3:2].[Li+].[OH-].Cl>C1COCC1>[C:1]([O:5][C:6]([N:8]([C:13]1[CH:14]=[C:15]([CH:20]=[CH:21][C:22]=1[O:23][CH3:24])[C:16]([OH:18])=[O:17])[S:9]([CH3:12])(=[O:11])=[O:10])=[O:7])([CH3:4])([CH3:3])[CH3:2] |f:1.2|. Reported procedure: To a solution of methyl 3-(N-(tert-butoxycarbonyl)methylsulfonamido)-4-methoxybenzoate (0.882 g, 2.454 mmol) in THF (15 ml), LiOH 1N (2.94 ml, 2.94 mmol) was added and the mixture was stirred at RT for 24 hours. The mixture was acidified with HCl 1N and extracted with EtOAc; the organic phase was washed with brine ad dried over Na2SO4. The solvent was removed and the residue was triturated with Et2O to afford after filtration 3-(N-(tert-butoxycarbonyl)-methylsulfonamido)-4-methoxybenzoic acid (0... Reactants: BrC=1C=NC(=NC1)N1CCN(CC1)C(=O)OC(C)(C)C (tert-butyl 4-(5-bromopyrimidin-2-yl)piperazine-1-carboxylate), FC1=C(C=CC=C1)O (2-fluorophenol), C([O-])([O-])=O.[Cs+].[Cs+] (cesium carbonate). Reagents/catalysts: [Cu] (copper). Run in N1=CC=CC=C1 (pyridine), C(C)(=O)OCC (ethyl acetate). Conditions: temperature 0 celsius. Product: FC1=C(OC=2C=NC(=NC2)N2CCN(CC2)C(=O)OC(C)(C)C)C=CC=C1 (tert-butyl 4-(5-(2-fluorophenoxyl)pyrimidin-2-yl)piperazine-1-carboxylate). Isolated yield 6.7%. RXN SMILES: Br[C:2]1[CH:3]=[N:4][C:5]([N:8]2[CH2:13][CH2:12][N:11]([C:14]([O:16][C:17]([CH3:20])([CH3:19])[CH3:18])=[O:15])[CH2:10][CH2:9]2)=[N:6][CH:7]=1.[F:21][C:22]1[CH:27]=[CH:26][CH:25]=[CH:24][C:23]=1[OH:28].C(=O)([O-])[O-].[Cs+].[Cs+]>N1C=CC=CC=1.C(OCC)(=O)C.[Cu]>[F:21][C:22]1[CH:27]=[CH:26][CH:25]=[CH:24][C:23]=1[O:28][C:2]1[CH:3]=[N:4][C:5]([N:8]2[CH2:13][CH2:12][N:11]([C:14]([O:16][C:17]([CH3:20])([CH3:19])[CH3:18])=[O:15])[CH2:10][CH2:9]2)=[N:6][CH:7]=1 |f:2.3.4|. Reported procedure: A mixture of tert-butyl 4-(5-bromopyrimidin-2-yl)piperazine-1-carboxylate (684 mg, 2.0 mmol), 2-fluorophenol (1.1 g, 10.0 mmol), copper (650 mg, 10.0 mmol) and cesium carbonate (6.5 g, 20.0 mmol) in pyridine (15 mL) was heated at 120 0° C. in a sealed tube overnight. The reaction mixture was diluted with ethyl acetate (200 mL) and then filtered. The filtrate was concentrated, and the residue was purified by silica gel chromatography (petroleum ether:ethyl acetate 20:1) to give tert-butyl 4-(5-(2... Reactants: CCOCC, ClC(Cl)(Cl)Cl, COc1ccc2ccn(Cc3cc(F)cc(F)c3)c2c1, Sc1ccccn1. Yields the product COc1ccc2c(Sc3ccccn3)cn(Cc3cc(F)cc(F)c3)c2c1. Reaction SMILES: [CH3:33][CH2:34][O:35][CH2:36][CH3:37].[Cl:28][C:29]([Cl:30])([Cl:31])[Cl:32].[F:8][c:9]1[cH:10][c:11]([CH2:12][n:13]2[cH:14][cH:15][c:16]3[cH:17][cH:18][c:19]([O:22][CH3:23])[cH:20][c:21]23)[cH:24][c:25]([F:27])[cH:26]1.[SH:1][c:2]1[n:3][cH:4][cH:5][cH:6][cH:7]1>>[S:1]([c:2]1[n:3][cH:4][cH:5][cH:6][cH:7]1)[c:15]1[cH:14][n:13]([CH2:12][c:11]2[cH:10][c:9]([F:8])[cH:26][c:25]([F:27])[cH:24]2)[c:21]2[c:16]1[cH:17][cH:18][c:19]([O:22][CH3:23])[cH:20]2.